Dataset: the Open Reaction Database (ORD), a public repository of structured organic reaction records. Task: describe an organic reaction: reactants, conditions, products, and yield Reactants: 0038177-A, C(C=C)(=O)OCC (ethyl acrylate), Cl.ClC=1C=C(C=CC1)NS(=O)(=O)C1=CC=C2CCNCC2=C1 (7-(3-chlorophenylsulphamoyl)-1,2,3,4-tetrahydroisoquinoline hydrochloride). The solvent is C1CCOC1 (THF). The product is C(C)OC(CCN1CC2=CC(=CC=C2CC1)S(NC1=CC(=CC=C1)Cl)(=O)=O)=O (ethyl-3-[7-(3-chlorophenylsulphamoyl)-1,2,3,4-tetrahydroisoquinolin-2-yl]propionate). The yield is 107.5%. As a reaction SMILES: Cl.[Cl:2][C:3]1[CH:4]=[C:5]([NH:9][S:10]([C:13]2[CH:22]=[C:21]3[C:16]([CH2:17][CH2:18][NH:19][CH2:20]3)=[CH:15][CH:14]=2)(=[O:12])=[O:11])[CH:6]=[CH:7][CH:8]=1.[C:23]([O:27][CH2:28][CH3:29])(=[O:26])[CH:24]=[CH2:25]>C1COCC1>[CH2:28]([O:27][C:23](=[O:26])[CH2:24][CH2:25][N:19]1[CH2:18][CH2:17][C:16]2[C:21](=[CH:22][C:13]([S:10](=[O:12])(=[O:11])[NH:9][C:5]3[CH:6]=[CH:7][CH:8]=[C:3]([Cl:2])[CH:4]=3)=[CH:14][CH:15]=2)[CH2:20]1)[CH3:29] |f:0.1|. Procedure: A mixture of 7-(3-chlorophenylsulphamoyl)-1,2,3,4-tetrahydroisoquinoline hydrochloride (3.25 g, 9 mmol) (EP No. 0038177-A) and ethyl acrylate (0.91 g, 9 mmol) in THF (8 ml) was heated under reflux for 18 hr. Concentration and chromatography (silica gel, ether) gave ethyl-3-[7-(3-chlorophenylsulphamoyl)-1,2,3,4-tetrahydroisoquinolin-2-yl]propionate as a viscous oil (4.09 g, 98.7%).